From a dataset of the Open Reaction Database (ORD), a public repository of structured organic reaction records. describe an organic reaction: reactants, conditions, products, and yield Starting materials: Cc1nnc(C(C)C)n1C1CC2CCC(C1)N2CCC(C)(CN)c1ccccc1, O=C(O)C1CCC(F)(F)CC1. The product is Cc1nnc(C(C)C)n1C1CC2CCC(C1)N2CCC(C)(CNC(=O)C1CCC(F)(F)CC1)c1ccccc1. RXN SMILES: [CH3:12][C:13]([CH2:14][NH2:15])([CH2:16][CH2:17][N:18]1[CH:19]2[CH2:20][CH:21]([n:26]3[c:27]([CH3:34])[n:28][n:29][c:30]3[CH:31]([CH3:32])[CH3:33])[CH2:22][CH:23]1[CH2:24][CH2:25]2)[c:35]1[cH:36][cH:37][cH:38][cH:39][cH:40]1.[F:1][C:2]1([F:11])[CH2:3][CH2:4][CH:5]([C:8](=[O:9])[OH:10])[CH2:6][CH2:7]1>>[F:1][C:2]1([F:11])[CH2:3][CH2:4][CH:5]([C:8](=[O:10])[NH:15][CH2:14][C:13]([CH3:12])([CH2:16][CH2:17][N:18]2[CH:19]3[CH2:20][CH:21]([n:26]4[c:27]([CH3:34])[n:28][n:29][c:30]4[CH:31]([CH3:32])[CH3:33])[CH2:22][CH:23]2[CH2:24][CH2:25]3)[c:35]2[cH:36][cH:37][cH:38][cH:39][cH:40]2)[CH2:6][CH2:7]1.